From a dataset of the Open Reaction Database (ORD), a public repository of structured organic reaction records. describe an organic reaction: reactants, conditions, products, and yield Procedure details: To a solution of methylamine hydrochloride (67.5 g, 10 eq) in methanol (520 mL) was added a solution of 3-oxo-3-(4-oxopiperidin-1-yl)propionic acid methyl ester (20 g; 0.1 mol) in methanol (170 mL) and stepwise sodium cyanoborohydride (powder; 5.03 g, 0.08 mol). The reaction mixture was stirred 24 hours at room temperature. After addition of a saturated water solution of sodium carbonate, the residue was evaporated and extracted with dichloromethane. The organic phase was dried and evaporated to... The product is Cl.COC(CC(=O)N1CCC(CC1)NC)=O (3-(4-(Methylamino)piperidin-1-yl)-3-oxopropionic acid methyl ester hydrochloride). RXN SMILES: [ClH:1].CN.[CH3:4][O:5][C:6](=[O:17])[CH2:7][C:8](=[O:16])[N:9]1[CH2:14][CH2:13][C:12](=O)[CH2:11][CH2:10]1.[C:18]([BH3-])#[N:19].[Na+].C(=O)([O-])[O-].[Na+].[Na+]>CO.O>[ClH:1].[CH3:4][O:5][C:6](=[O:17])[CH2:7][C:8]([N:9]1[CH2:14][CH2:13][CH:12]([NH:19][CH3:18])[CH2:11][CH2:10]1)=[O:16] |f:0.1,3.4,5.6.7,10.11|. Yield: 57.8%. The solvent is O (water), CO (methanol), CO (methanol). Reactants: C([O-])([O-])=O.[Na+].[Na+] (sodium carbonate), Cl.CN (methylamine hydrochloride), COC(CC(N1CCC(CC1)=O)=O)=O (3-oxo-3-(4-oxopiperidin-1-yl)propionic acid methyl ester), C(#N)[BH3-].[Na+] (sodium cyanoborohydride). Run at time 24 hour.